This data is from the Open Reaction Database (ORD), a public repository of structured organic reaction records. The task is: describe an organic reaction: reactants, conditions, products, and yield Starting materials: C(C)OC(=O)C=1N=C2N(C=C(C=C2)C2=C3N(N=C2C2=NC(=CC=C2)C)CCC3)C1 (6-[2-(6-methyl-pyridin-2-yl)-5,6-dihydro-4H-pyrrolo[1,2-b]pyrazol-3-yl]-imidazo[1,2-a]pyridine-2-carboxylic acid ethyl ester), C[Al](C)C (trimethylaluminum), C1(=CC=CC=C1)C (toluene), CN(CCN)C (N,N-dimethylethylenediamine). Run in ClCCl (dichloromethane), ClCCl (dichloromethane). Conditions: temperature 45 celsius, time 20 minute. The product is CN(CCNC(=O)C=1N=C2N(C=C(C=C2)C2=C3N(N=C2C2=NC(=CC=C2)C)CCC3)C1)C (6-[2-(6-Methyl-pyridin-2-yl)-5,6-dihydro-4H-pyrrolo[1,2-b]pyrazol-3-yl]-imidazo[1,2-a]pyridine-2-carboxylic Acid (2-Dimethylamino-ethyl)-amide). Yield: 60.0%. Reaction SMILES: C[Al](C)C.C1(C)C=CC=CC=1.[CH3:12][N:13]([CH3:17])[CH2:14][CH2:15][NH2:16].C([O:20][C:21]([C:23]1[N:24]=[C:25]2[CH:30]=[CH:29][C:28]([C:31]3[C:35]([C:36]4[CH:41]=[CH:40][CH:39]=[C:38]([CH3:42])[N:37]=4)=[N:34][N:33]4[CH2:43][CH2:44][CH2:45][C:32]=34)=[CH:27][N:26]2[CH:46]=1)=O)C>ClCCl>[CH3:12][N:13]([CH3:17])[CH2:14][CH2:15][NH:16][C:21]([C:23]1[N:24]=[C:25]2[CH:30]=[CH:29][C:28]([C:31]3[C:35]([C:36]4[CH:41]=[CH:40][CH:39]=[C:38]([CH3:42])[N:37]=4)=[N:34][N:33]4[CH2:43][CH2:44][CH2:45][C:32]=34)=[CH:27][N:26]2[CH:46]=1)=[O:20]. Reported procedure: Add 2M trimethylaluminum in toluene (0.38 mL, 0.38 mmol) to a solution of N,N-dimethylethylenediamine (0.034 g, 0.38 mmol) in dichloromethane (20 mL). Stir for 20 min and transfer via cannula to a solution of 6-[2-(6-methyl-pyridin-2-yl)-5,6-dihydro-4H-pyrrolo[1,2-b]pyrazol-3-yl]-imidazo[1,2-a]pyridine-2-carboxylic acid ethyl ester (0.1 g, 0.26 mmol) in dichloromethane (20 mL). Heat at 45° C. and stir for 1.5 h. Add saturated aqueous sodium bicarbonate and extract into dichloromethane. Reversed ... Starting materials: solution, C(C=C(C)CCC=C(C)CCC=C(C)C)Br (farnesyl bromide), C(CC(=O)C)(=O)OC (Methyl acetoacetate), [H-].[Na+] (sodium hydride). The solvent is CCCCCC (hexane), C1CCOC1 (THF). Conditions: temperature 0 celsius, time 15 minute. Yields the product O=C(CC(=O)OC)CCC=C(CCC=C(CCC=C(C)C)C)C (Methyl 3-oxo-7,11,15-trimethylhexadeca-6,10,14-trienoate). As a reaction SMILES: [C:1]([O:7][CH3:8])(=[O:6])[CH2:2][C:3]([CH3:5])=[O:4].[H-].[Na+].[CH2:11](Br)[CH:12]=[C:13]([CH2:15][CH2:16][CH:17]=[C:18]([CH2:20][CH2:21][CH:22]=[C:23]([CH3:25])[CH3:24])[CH3:19])[CH3:14]>C1COCC1.CCCCCC>[O:4]=[C:3]([CH2:5][CH2:11][CH:12]=[C:13]([CH3:14])[CH2:15][CH2:16][CH:17]=[C:18]([CH3:19])[CH2:20][CH2:21][CH:22]=[C:23]([CH3:25])[CH3:24])[CH2:2][C:1]([O:7][CH3:8])=[O:6] |f:1.2|. Procedure: Methyl acetoacetate (225 μL, 2.1 mmol) was added dropwise to a stirred suspension of sodium hydride (50% oil suspension, prewashed with hexane) (100 mg, 2.1 mmol) in anhydrous THF (5 mL) at 0° C. under an Argon atmosphere. The resulting solution was stirred 15 minutes at 0° C. and then treated with a 1.6 M solution (1.3 mL, 2.1 mmol) of n-butylithium in hexane over 2 minutes. The yellow solution was stirred 15 min at 0° C. and then treated dropwise with farnesyl bromide (545 KL, 2.0 mmol). The c... Reactants: N1=CC=C(C=C1)CCN (4-Pyridineethanamine), ClC1=NC=CC=C1C(=O)NC1=CC(=CC=C1)C(F)(F)F (2-chloro-N-[3(trifluoromethyl)phenyl]-3-pyridinecarboxamide), ClC1=NC=CC=C1C(=O)NC1=CC(=CC=C1)C(F)(F)F (2-chloro-N-[3(trifluoromethyl)phenyl]-3-pyridinecarboxamide), C([O-])([O-])=O.[K+].[K+] (potassium carbonate). The reagents and catalysts are [Cu]I (copper(1)iodide). The solvent is CN(C=O)C (dimethylformamide). Run at temperature 100 celsius. Yields the product N1=CC=C(C=C1)CCNC1=NC=CC=C1C(=O)NC1=CC(=CC=C1)C(F)(F)F (2-[[2-(4Pyridyl)ethyl]amino]-N-[3-(trifluoromethyl)phenyl]-3-pyridinecarboxamide). Reaction SMILES: [N:1]1[CH:6]=[CH:5][C:4]([CH2:7][CH2:8][NH2:9])=[CH:3][CH:2]=1.Cl[C:11]1[C:16]([C:17]([NH:19][C:20]2[CH:25]=[CH:24][CH:23]=[C:22]([C:26]([F:29])([F:28])[F:27])[CH:21]=2)=[O:18])=[CH:15][CH:14]=[CH:13][N:12]=1.C(=O)([O-])[O-].[K+].[K+]>CN(C)C=O.[Cu]I>[N:1]1[CH:6]=[CH:5][C:4]([CH2:7][CH2:8][NH:9][C:11]2[C:16]([C:17]([NH:19][C:20]3[CH:25]=[CH:24][CH:23]=[C:22]([C:26]([F:27])([F:28])[F:29])[CH:21]=3)=[O:18])=[CH:15][CH:14]=[CH:13][N:12]=2)=[CH:3][CH:2]=1 |f:2.3.4|. Procedure: 4-Pyridineethanamine (Maybridge Chemical Co, Cornwall, England; 0.31 g, 2.5 mmol) is added to a stirred mixture of 2-chloro-N-[3(trifluoromethyl)phenyl]-3-pyridinecarboxamide (intermediate 1a; 0.90 g, 3 mmol), powdered potassium carbonate (0.35 g, 2.5 mmol) and copper(1)iodide; 0.48 g, 2.5 mmol) in dimethylformamide (10 mL). The resulting mixture is then purged with argon and subsequently heated at 100° C. under an argon atmosphere for 2 hours. The mixture is cooled, treated with water (100 mL) ... The reactants are C(CCCCC)[Mg]Br (hexylmagnesium bromide), solution, [NH4+].[Cl-] (NH4Cl), COC=1C=C2C=CC(=CC2=CC1)C=O (6-methoxy-2-naphthaldehyde). Run in CCOCC (Et2O), CCOCC (Et2O). Reaction conditions: time 3 hour. Yields the product COC=1C=C2C=CC(=CC2=CC1)C(CCCCCC)O (1-(6-Methoxy-2-naphthyl)heptan-1-ol). Isolated yield 98.0%. Reaction SMILES: [CH3:1][O:2][C:3]1[CH:4]=[C:5]2[C:10](=[CH:11][CH:12]=1)[CH:9]=[C:8]([CH:13]=[O:14])[CH:7]=[CH:6]2.[CH2:15]([Mg]Br)[CH2:16][CH2:17][CH2:18][CH2:19][CH3:20].[NH4+].[Cl-]>CCOCC>[CH3:1][O:2][C:3]1[CH:4]=[C:5]2[C:10](=[CH:11][CH:12]=1)[CH:9]=[C:8]([CH:13]([OH:14])[CH2:15][CH2:16][CH2:17][CH2:18][CH2:19][CH3:20])[CH:7]=[CH:6]2 |f:2.3|. Procedure: To a 3-neck flask equipped with an overhead stirrer, dropping funnel and thermometer was added 6-methoxy-2-naphthaldehyde (70.760 g, 380 mmol) and Et2O (1400 mL). The stirred suspension under N2 was cooled in an ice bath followed by the slow addition of hexylmagnesium bromide (228 mL of a 2 M solution in Et2O) over 1 h. Temperature was kept below 12° C. After the addition, the reaction was stirred for 3 h at room temperature then cooled in an ice bath and slowly quenched w/saturated aq. NH4Cl (2... Reactants: CC(C)(C#C)OC1OCCC1 (2-methyl-2-tetrahydrofuranoxy-3-butyne), [Cl-].[NH4+] (ammonium chloride), C(CCC)[Li] (n-butyllithium), BrCCCCl (1-bromo-3-chloropropane). The solvent is CN(P(N(C)C)(N(C)C)=O)C (hexamethylphosphoric triamide), O1CCCC1 (tetrahydrofuran). Reaction conditions: temperature -70 celsius, time 30 minute. The product is CC(C)(C#CCCCCl)OC1OCCC1 (2-methyl-2-tetrahydrofuranoxy-7-chloro-3-heptyne). The yield is 83.2%. As a reaction SMILES: [CH3:1][C:2]([O:6][CH:7]1[CH2:11][CH2:10][CH2:9][O:8]1)([C:4]#[CH:5])[CH3:3].C([Li])CCC.Br[CH2:18][CH2:19][CH2:20][Cl:21].[Cl-].[NH4+]>CN(C)P(=O)(N(C)C)N(C)C.O1CCCC1>[CH3:3][C:2]([O:6][CH:7]1[CH2:11][CH2:10][CH2:9][O:8]1)([C:4]#[C:5][CH2:18][CH2:19][CH2:20][Cl:21])[CH3:1] |f:3.4|. Procedure: To a dried flask (500 ml volume), the inside of which had been flushed with nitrogen, were charged 15.4 g (0.10 mol.) of 2-methyl-2-tetrahydrofuranoxy-3-butyne, 150 ml of tetrahydrofuran and 20 ml of hexamethylphosphoric triamide, and the resulting mixture was cooled to −70° C. Subsequently, 65 ml of n-butyllithium (1.55 mol./l n-hexane solution, 0.10 mol.) was added to the mixture and the resulting mixture was stirred at 70° C. for 30 minutes. After adding 15.8 g (0.10 mol.) of 1-bromo-3-chloro...